From a dataset of the Open Reaction Database (ORD), a public repository of structured organic reaction records. describe an organic reaction: reactants, conditions, products, and yield Starting materials: C(C=C)[C@@H]1CC(N1C(C(=O)OC)=C(C)C)=O (methyl 2-[(4R)-4-allyl-2-oxoazetidin-1-yl]-3-methylbut-2-enoate), cuprous chloride, CN(C=O)C (dimethylformamide). The reagents and catalysts are [Pd](Cl)Cl (palladium chloride). The solvent is C(C)(=O)OCC (ethyl acetate), O (water). Conditions: time 3.5 hour. Yields the product O=C(C[C@@H]1CC(N1C(C(=O)OC)=C(C)C)=O)C (methyl 2-[(4R)-4-(2-oxopropyl)-2-oxoazetidin-1-yl]-3-methylbut-2-enoate). As a reaction SMILES: [CH2:1]([C@H:4]1[N:7]([C:8](=[C:13]([CH3:15])[CH3:14])[C:9]([O:11][CH3:12])=[O:10])[C:6](=[O:16])[CH2:5]1)[CH:2]=[CH2:3].CN(C)C=[O:20]>O.C(OCC)(=O)C.[Pd](Cl)Cl>[O:20]=[C:2]([CH3:3])[CH2:1][C@H:4]1[N:7]([C:8](=[C:13]([CH3:15])[CH3:14])[C:9]([O:11][CH3:12])=[O:10])[C:6](=[O:16])[CH2:5]1. Procedure: A mixture of methyl 2-[(4R)-4-allyl-2-oxoazetidin-1-yl]-3-methylbut-2-enoate (100 mg), palladium chloride (16 mg) and cuprous chloride (44 mg) in a mixture of dimethylformamide (1 ml) and water (0.12 ml) was stirred under an oxygen atmosphere for 3.5 hours. The reaction mixture was diluted with ethyl acetate (20 ml), and filtered. The filtrate was washed with water and brine. The combined aqueous layer was extracted with ethyl acetate (10 ml×2) and the extract was washed with brine. The organic ... The reactants are C(C)OC(C(CC1=CC=C(C=C1)O)(C)OC1=CC=C(C=C1)Cl)=O (2-(4-chlorophenoxy)-3-(4-hydroxy-phenyl)-2-methyl-propionic acid ethyl ester), C1(CCCCC1)C=1OC(=C(N1)CCOS(=O)(=O)C1=CC=C(C=C1)C)C (toluene-4-sulfonic acid 2-(2-cyclohexyl-5-methyl-oxazol-4-yl)-ethyl ester), C28H33ClNO5. Yields the product ClC1=CC=C(OC(C(=O)O)(CC2=CC=C(C=C2)OCCC=2N=C(OC2C)C2CCCCC2)C)C=C1 (2-(4-Chlorophenoxy)-3-{4-[2-(2-cyclohexyl-5-methyl-oxazol-4-yl)-ethoxy]-phenyl}-2-methyl-propionic acid). RXN SMILES: C([O:3][C:4](=[O:23])[C:5]([O:15][C:16]1[CH:21]=[CH:20][C:19]([Cl:22])=[CH:18][CH:17]=1)([CH3:14])[CH2:6][C:7]1[CH:12]=[CH:11][C:10](O)=[CH:9][CH:8]=1)C.[CH:24]1([C:30]2[O:31][C:32]([CH3:48])=[C:33]([CH2:35][CH2:36][O:37]S(C3C=CC(C)=CC=3)(=O)=O)[N:34]=2)[CH2:29][CH2:28][CH2:27][CH2:26][CH2:25]1>>[Cl:22][C:19]1[CH:18]=[CH:17][C:16]([O:15][C:5]([CH3:14])([CH2:6][C:7]2[CH:8]=[CH:9][C:10]([O:37][CH2:36][CH2:35][C:33]3[N:34]=[C:30]([CH:24]4[CH2:25][CH2:26][CH2:27][CH2:28][CH2:29]4)[O:31][C:32]=3[CH3:48])=[CH:11][CH:12]=2)[C:4]([OH:23])=[O:3])=[CH:21][CH:20]=1. Procedure: The title compound was prepared from 2-(4-chlorophenoxy)-3-(4-hydroxy-phenyl)-2-methyl-propionic acid ethyl ester and toluene-4-sulfonic acid 2-(2-cyclohexyl-5-methyl-oxazol-4-yl)-ethyl ester by the procedure of Example 29. 1H NMR (400 MHz, CDCl3) δ 7.19 (d, 2H, J=8.60 Hz), 7.16 (d, 2H, J=8.60 Hz), 6.83 (d, 2H, J=8.60 Hz), 6.79 (d, 2H, J=8.60 Hz), 4.12 (t, 2H, J=6.26 Hz), 3.21 (d, 1H, J=14.08 Hz), 3.11 (d, 1H, J=14.08 Hz), 2.95 (t, 2H, J=6.26 Hz), 2.89-2.83 (m, 3H), 2.05 (d, 2H, J=11.73 Hz), 1.8... Starting materials: CCC(Oc1ccc(Br)cc1C(C)=O)C(=O)[O-], CCOC(C)=O, CCO, Cl, [Na+], [OH-]. The product is CC(=O)c1cc(Br)ccc1OCC(=O)O. Reaction SMILES: [CH2:1]([CH3:2])[CH:3]([C:4](=[O:5])[O-:6])[O:7][c:8]1[c:9]([C:15]([CH3:16])=[O:17])[cH:10][c:11]([Br:14])[cH:12][cH:13]1.[CH3:21][CH2:22][O:23][C:24](=[O:25])[CH3:26].[CH3:27][CH2:28][OH:29].[ClH:20].[Na+:19].[OH-:18]>>[CH2:3]([C:4](=[O:5])[OH:6])[O:7][c:8]1[c:9]([C:15]([CH3:16])=[O:17])[cH:10][c:11]([Br:14])[cH:12][cH:13]1. The reactants are CCCNC, CN1CCCC1=O, Cn1nc(-c2cc(F)c([N+](=O)[O-])cc2F)c(Cl)c1C(F)(F)F, [K+], [K+], O=C([O-])[O-], O. The product is CCCN(C)c1cc(-c2nn(C)c(C(F)(F)F)c2Cl)c(F)cc1[N+](=O)[O-]. RXN SMILES: [CH3:29][NH:30][CH2:31][CH2:32][CH3:33].[CH3:34][N:35]1[CH2:36][CH2:37][CH2:38][C:39]1=[O:40].[Cl:1][c:2]1[c:3](-[c:12]2[c:13]([F:22])[cH:14][c:15]([N+:19](=[O:20])[O-:21])[c:16]([F:18])[cH:17]2)[n:4][n:5]([CH3:11])[c:6]1[C:7]([F:8])([F:9])[F:10].[K+:23].[K+:24].[O-:25][C:26]([O-:27])=[O:28].[OH2:41]>>[Cl:1][c:2]1[c:3](-[c:12]2[c:13]([F:22])[cH:14][c:15]([N+:19](=[O:20])[O-:21])[c:16]([N:30]([CH3:29])[CH2:31][CH2:32][CH3:33])[cH:17]2)[n:4][n:5]([CH3:11])[c:6]1[C:7]([F:8])([F:9])[F:10].